This data is from the Open Reaction Database (ORD), a public repository of structured organic reaction records. The task is: describe an organic reaction: reactants, conditions, products, and yield Reactants: CN1CCCC1=O, CCOC(C)=O, CCN(C(C)C)C(C)C, Cl, NC1=Nc2cc(F)ccc2Nc2ccc(C(F)(F)F)cc21, Fc1ccc(CCC2CNCCN2)cc1. Product: Fc1ccc(CCC2CN(C3=Nc4cc(F)ccc4Nc4ccc(C(F)(F)F)cc43)CCN2)cc1. Reaction SMILES: [CH3:47][N:48]1[CH2:49][CH2:50][CH2:51][C:52]1=[O:53].[CH3:54][CH2:55][O:56][C:57](=[O:58])[CH3:59].[CH:23]([N:24]([CH:25]([CH3:26])[CH3:27])[CH2:28][CH3:29])([CH3:30])[CH3:31].[ClH:1].[F:2][c:3]1[cH:4][cH:5][c:6]2[c:7]([cH:22]1)[N:8]=[C:9]([NH2:21])[c:10]1[c:11]([cH:13][cH:14][c:15]([C:17]([F:18])([F:19])[F:20])[cH:16]1)[NH:12]2.[F:32][c:33]1[cH:34][cH:35][c:36]([CH2:39][CH2:40][CH:41]2[NH:42][CH2:43][CH2:44][NH:45][CH2:46]2)[cH:37][cH:38]1>>[F:2][c:3]1[cH:4][cH:5][c:6]2[c:7]([cH:22]1)[N:8]=[C:9]([N:21]1[CH2:44][CH2:43][NH:42][CH:41]([CH2:40][CH2:39][c:36]3[cH:35][cH:34][c:33]([F:32])[cH:38][cH:37]3)[CH2:46]1)[c:10]1[c:11]([cH:13][cH:14][c:15]([C:17]([F:18])([F:19])[F:20])[cH:16]1)[NH:12]2. The reactants are N(=NC(=O)OCC)C(=O)OCC (Diethyl azodicarboxylate), N1(CCCC1)C/C=C/CO ((E)-4-(pyrrolidin-1-yl)but-2-en-1-ol), ClN(C1=C(C=CC=C1)F)C1=NC=NC2=CC(=C(C=C12)OC)O (4-(chloro-2-fluoroanilino)-7-hydroxy-6-methoxyquinazoline), C1(=CC=CC=C1)P(C1=CC=CC=C1)C1=CC=CC=C1 (triphenylphosphine). Solvent: C(Cl)Cl (methylene chloride). Run at time 18 hour. Yields the product Cl.N1=CN=CC2=CC=CC=C12 (quinazoline hydrochloride). Isolated yield 108.0%. Reaction SMILES: N(C(OCC)=O)=NC(OCC)=O.N1(C/C=C/CO)CCCC1.[Cl:23]N([C:32]1[C:41]2[C:36](=[CH:37][C:38](O)=[C:39](OC)[CH:40]=2)[N:35]=[CH:34][N:33]=1)C1C=CC=CC=1F.C1(P(C2C=CC=CC=2)C2C=CC=CC=2)C=CC=CC=1>C(Cl)Cl>[ClH:23].[N:35]1[C:36]2[C:41](=[CH:40][CH:39]=[CH:38][CH:37]=2)[CH:32]=[N:33][CH:34]=1 |f:5.6|. Reported procedure: Diethyl azodicarboxylate (5.91 ml, 37 mmol) was added dropwise to a stirred mixture of (E)-4-(pyrrolidin-1-yl)but-2-en-1-ol (3.97 g, 28 mmol), 4-(chloro-2-fluoroanilino)-7-hydroxy-6-methoxyquinazoline (3.0 g, 9 mmol), (prepared as described for the starting material in Example 2), and triphenylphosphine (9.84 g, 38 mmol) in methylene chloride (300 ml). The reaction mixture was stirred for 18 hours at ambient temperature. The volatiles were removed by evaporation and the residue was purified by c... The reactants are CC(C)CCO, Clc1ccc(Cl)nn1, Fc1ccc(OCC2CC3CNCCN3C2)cc1, [Na+], [Na+], O=C([O-])[O-]. Product: Fc1ccc(OCC2CC3CN(c4ccc(Cl)nn4)CCN3C2)cc1. RXN SMILES: [CH2:33]([OH:34])[CH2:35][CH:36]([CH3:37])[CH3:38].[Cl:19][c:20]1[n:21][n:22][c:23]([Cl:26])[cH:24][cH:25]1.[F:1][c:2]1[cH:3][cH:4][c:5]([O:6][CH2:7][CH:8]2[CH2:9][CH:10]3[N:11]([CH2:12][CH2:13][NH:14][CH2:15]3)[CH2:16]2)[cH:17][cH:18]1.[Na+:27].[Na+:28].[O-:29][C:30](=[O:31])[O-:32]>>[F:1][c:2]1[cH:3][cH:4][c:5]([O:6][CH2:7][CH:8]2[CH2:9][CH:10]3[N:11]([CH2:12][CH2:13][N:14]([c:23]4[n:22][n:21][c:20]([Cl:19])[cH:25][cH:24]4)[CH2:15]3)[CH2:16]2)[cH:17][cH:18]1. The reactants are C(CC)#N (propanenitrile), O.NN (hydrazine hydrate), O1CCC(CC1)=O (tetrahydropyran-4-one). The solvent is C(C)O (ethanol). Reaction conditions: time 16 hour. The product is O1CCC(CC1)=NNCCC#N (3-[2-(Tetrahydro-4H-pyran-4-ylidene)hydrazinyl]propanenitrile), liquid. The yield is 99.0%. RXN SMILES: [C:1](#[N:4])[CH2:2][CH3:3].[OH2:5].[NH2:6][NH2:7].O1[CH2:13][CH2:12][C:11](=O)[CH2:10][CH2:9]1>C(O)C>[O:5]1[CH2:13][CH2:12][C:11](=[N:6][NH:7][CH2:3][CH2:2][C:1]#[N:4])[CH2:10][CH2:9]1 |f:1.2|. Reported procedure: To a solution of propanenitrile (5 g, 94 mmol) in ethanol at 0° C. is added hydrazine hydrate (4.6 g, 91 mmol), dropwise. The reaction mixture is stirred at ambient temperature for 16 h after. The mixture is cooled to 0° C. and tetrahydropyran-4-one (9 g, 90 mmol) is added slowly. The reaction continues to stir at ambient temperature for an additional 5 h. The solvent is evaporated under reduced pressure to afford the title compound as a highly viscous liquid (15 g, >99%) which is used in the ne... Starting materials: CN(C1CC2=C(OC3=C2C=C(C=C3)[N+](=O)[O-])CC1)C (N,N-dimethyl-8-nitro-1,2,3,4-tetrahydro-2-dibenzofuranamine). The reagents and catalysts are [Pt] (platinum on carbon). Run in C(C)O (ethanol). Run at time 2 hour. Product: CN(C1CC2=C(OC3=C2C=C(C=C3)N)CC1)C (N,N-dimethyl-8-amino-1,2,3,4-tetrahydro-2-dibenzofuranamine). Isolated yield 78.8%. RXN SMILES: [CH3:1][N:2]([CH3:19])[CH:3]1[CH2:18][CH2:17][C:6]2[O:7][C:8]3[CH:13]=[CH:12][C:11]([N+:14]([O-])=O)=[CH:10][C:9]=3[C:5]=2[CH2:4]1>C(O)C.[Pt]>[CH3:1][N:2]([CH3:19])[CH:3]1[CH2:18][CH2:17][C:6]2[O:7][C:8]3[CH:13]=[CH:12][C:11]([NH2:14])=[CH:10][C:9]=3[C:5]=2[CH2:4]1. Procedure: A solution of 0.38 gm (1.46 mMol) of N,N-dimethyl-8-nitro-1,2,3,4-tetrahydro-2-dibenzofuranamine in 150 mL of ethanol was hydrogenated over 200 mg of 5% platinum on carbon at 40 p.s.i. for 2 hours at room temperature. The catalyst was removed by filtration and the filtrate concentrated under reduced pressure. The residue was subjected to radial chromatography (silica gel, 2 mm), eluting with 10% methanol (containing about 5% ammonium hydroxide) in chloroform. Fractions containing product were co...